Dataset: the Open Reaction Database (ORD), a public repository of structured organic reaction records. Task: describe an organic reaction: reactants, conditions, products, and yield The reactants are ClC1=NC=CC2=C(C(=CC=C12)C)OC1=NC=CC=C1C1=NC(=NC=C1)NC (4-(2-(1-Chloro-6-methylisoquinolin-5-yloxy)pyridin-3-yl)-N-methylpyrimidin-2-amine), Cl (HCl), N (ammonia), FC(OC=1C=C(N)C=CC1)(F)F (3-(trifluoromethoxy)aniline). Run in O1CCOCC1 (dioxane), CO (methanol), O1CCOCC1 (dioxane). Run at temperature 170 celsius. Product: CC=1C(=C2C=CN=C(C2=CC1)NC1=CC(=CC=C1)OC(F)(F)F)OC1=NC=CC=C1C1=NC(=NC=C1)NC (6-methyl-5-(3-(2-(methylamino)pyrimidin-4-yl)pyridin-2-yloxy)-N-(3-(trifluoromethoxy)phenyl)isoquinolin-1-amine). RXN SMILES: Cl[C:2]1[C:11]2[C:6](=[C:7]([O:13][C:14]3[C:19]([C:20]4[CH:25]=[CH:24][N:23]=[C:22]([NH:26][CH3:27])[N:21]=4)=[CH:18][CH:17]=[CH:16][N:15]=3)[C:8]([CH3:12])=[CH:9][CH:10]=2)[CH:5]=[CH:4][N:3]=1.[F:28][C:29]([F:39])([F:38])[O:30][C:31]1[CH:32]=[C:33]([CH:35]=[CH:36][CH:37]=1)[NH2:34].Cl.N>O1CCOCC1.CO>[CH3:12][C:8]1[C:7]([O:13][C:14]2[C:19]([C:20]3[CH:25]=[CH:24][N:23]=[C:22]([NH:26][CH3:27])[N:21]=3)=[CH:18][CH:17]=[CH:16][N:15]=2)=[C:6]2[C:11](=[CH:10][CH:9]=1)[C:2]([NH:34][C:33]1[CH:35]=[CH:36][CH:37]=[C:31]([O:30][C:29]([F:28])([F:38])[F:39])[CH:32]=1)=[N:3][CH:4]=[CH:5]2. Procedure: 4-(2-(1-Chloro-6-methylisoquinolin-5-yloxy)pyridin-3-yl)-N-methylpyrimidin-2-amine (0.150 g, 0.40 mmol) was suspended in dioxane (1.00 mL) to which mixture was added 3-(trifluoromethoxy)aniline (0.12 ml, 0.79 mmol). 4N HCl in dioxane (1.00 mL) was added and the mixture was stirred. The vessel was sealed and heated to 170° C. in microwave for 15 minutes. The reaction mixture was treated with 2M ammonia in methanol and concentrated directly onto silica gel. The material was chromatographed eluting... Reactants: COc1ccc(B(O)O)cc1, CC(C)(C(=O)Nc1nncs1)C(c1ccccc1)c1ccc(Cl)nc1, [K+], [K+], O=C([O-])[O-], CN(C)C=O, c1ccc(P(c2ccccc2)(c2ccccc2)[Pd](P(c2ccccc2)(c2ccccc2)c2ccccc2)(P(c2ccccc2)(c2ccccc2)c2ccccc2)P(c2ccccc2)(c2ccccc2)c2ccccc2)cc1. Yields the product COc1ccc(-c2ccc(C(c3ccccc3)C(C)(C)C(=O)Nc3nncs3)cn2)cc1. RXN SMILES: [CH3:26][O:27][c:28]1[cH:29][cH:30][c:31]([B:34]([OH:35])[OH:36])[cH:32][cH:33]1.[Cl:1][c:2]1[cH:3][cH:4][c:5]([CH:8]([C:9]([C:10](=[O:11])[NH:12][c:13]2[s:14][cH:15][n:16][n:17]2)([CH3:18])[CH3:19])[c:20]2[cH:21][cH:22][cH:23][cH:24][cH:25]2)[cH:6][n:7]1.[K+:37].[K+:38].[O-:39][C:40]([O-:41])=[O:42].[O:120]=[CH:121][N:122]([CH3:123])[CH3:124].[cH:43]1[cH:44][cH:45][c:46]([P:47]([Pd:48]([P:49]([c:50]2[cH:51][cH:52][cH:53][cH:54][cH:55]2)([c:56]2[cH:57][cH:58][cH:59][cH:60][cH:61]2)[c:62]2[cH:63][cH:64][cH:65][cH:66][cH:67]2)([P:68]([c:69]2[cH:70][cH:71][cH:72][cH:73][cH:74]2)([c:75]2[cH:76][cH:77][cH:78][cH:79][cH:80]2)[c:81]2[cH:82][cH:83][cH:84][cH:85][cH:86]2)[P:87]([c:88]2[cH:89][cH:90][cH:91][cH:92][cH:93]2)([c:94]2[cH:95][cH:96][cH:97][cH:98][cH:99]2)[c:100]2[cH:101][cH:102][cH:103][cH:104][cH:105]2)([c:106]2[cH:107][cH:108][cH:109][cH:110][cH:111]2)[c:112]2[cH:113][cH:114][cH:115][cH:116][cH:117]2)[cH:118][cH:119]1>>[c:2]1(-[c:31]2[cH:30][cH:29][c:28]([O:27][CH3:26])[cH:33][cH:32]2)[cH:3][cH:4][c:5]([CH:8]([C:9]([C:10](=[O:11])[NH:12][c:13]2[s:14][cH:15][n:16][n:17]2)([CH3:18])[CH3:19])[c:20]2[cH:21][cH:22][cH:23][cH:24][cH:25]2)[cH:6][n:7]1. Reactants: CCO, N#Cc1ccc(F)cc1C(F)(F)F. Yields the product NCc1ccc(F)cc1C(F)(F)F. RXN SMILES: [CH3:14][CH2:15][OH:16].[F:1][c:2]1[cH:3][c:4]([C:10]([F:11])([F:12])[F:13])[c:5]([C:6]#[N:7])[cH:8][cH:9]1>>[F:1][c:2]1[cH:3][c:4]([C:10]([F:11])([F:12])[F:13])[c:5]([CH2:6][NH2:7])[cH:8][cH:9]1.